This data is from the Open Reaction Database (ORD), a public repository of structured organic reaction records. The task is: describe an organic reaction: reactants, conditions, products, and yield The reactants are CCO, Cl, [Na+], C1CCOC1, [OH-], O, CCOC(=O)c1csc(C=Cc2cn(-c3ccccc3)nc2OCc2ccc(OCc3nc(-c4ccco4)oc3C)c(OC)c2)n1. Product: COc1cc(COc2nn(-c3ccccc3)cc2C=Cc2nc(C(=O)O)cs2)ccc1OCc1nc(-c2ccco2)oc1C. As a reaction SMILES: [CH3:56][CH2:57][OH:58].[ClH:54].[Na+:53].[O:47]1[CH2:48][CH2:49][CH2:50][CH2:51]1.[OH-:52].[OH2:55].[o:1]1[c:2](-[c:6]2[o:7][c:8]([CH3:46])[c:9]([CH2:11][O:12][c:13]3[c:14]([O:44][CH3:45])[cH:15][c:16]([CH2:17][O:18][c:19]4[n:20][n:21](-[c:36]5[cH:37][cH:38][cH:39][cH:40][cH:41]5)[cH:22][c:23]4[CH:24]=[CH:25][c:26]4[s:27][cH:28][c:29]([C:31](=[O:32])[O:33][CH2:34][CH3:35])[n:30]4)[cH:42][cH:43]3)[n:10]2)[cH:3][cH:4][cH:5]1>>[o:1]1[c:2](-[c:6]2[o:7][c:8]([CH3:46])[c:9]([CH2:11][O:12][c:13]3[c:14]([O:44][CH3:45])[cH:15][c:16]([CH2:17][O:18][c:19]4[n:20][n:21](-[c:36]5[cH:37][cH:38][cH:39][cH:40][cH:41]5)[cH:22][c:23]4[CH:24]=[CH:25][c:26]4[s:27][cH:28][c:29]([C:31](=[O:32])[OH:33])[n:30]4)[cH:42][cH:43]3)[n:10]2)[cH:3][cH:4][cH:5]1.